Dataset: the Open Reaction Database (ORD), a public repository of structured organic reaction records. Task: describe an organic reaction: reactants, conditions, products, and yield The reactants are ClC12C(=C(C(C3C(C(=CC(C13)=O)Cl)=O)(C2(Cl)Cl)Cl)Cl)Cl (1,2,3,4,6,9,9-heptachloro-1,4,4a,8a-tetrahydro-1,4-methanonaphthalene-5,8-dione), CO (methanol). Run in N1=CC=CC=C1 (pyridine). Product: ClC12C(=C(C(C=3C(=C(C=C(C13)O)Cl)O)(C2(Cl)Cl)Cl)Cl)Cl (1,2,3,4,6,9,9-heptachloro-1,4-dihydro-1,4-methanonaphthalene-5,8-diol). RXN SMILES: [Cl:1][C:2]12[C:15]([Cl:17])([Cl:16])[C:5]([Cl:18])([CH:6]3[CH:11]1[C:10](=[O:12])[CH:9]=[C:8]([Cl:13])[C:7]3=[O:14])[C:4]([Cl:19])=[C:3]2[Cl:20].CO>N1C=CC=CC=1>[Cl:1][C:2]12[C:15]([Cl:16])([Cl:17])[C:5]([Cl:18])([C:6]3[C:7]([OH:14])=[C:8]([Cl:13])[CH:9]=[C:10]([OH:12])[C:11]=31)[C:4]([Cl:19])=[C:3]2[Cl:20]. Procedure: A mixture of 256 grams (0.62 mol.) of 1,2,3,4,6,9,9-heptachloro-1,4,4a,8a-tetrahydro-1,4-methanonaphthalene-5,8-dione, prepared according to Example 24, and 500 ml. of methanol in a 2 liter reaction flask was stirred at room temperature while air in the reaction vessel was swept out with nitrogen. Six ml. of pyridine was then added to the liquid-solid mixture. The resulting reaction mixture was continuously stirred, and refluxed vigorously for 8.5 hours. After cooling the mixture to 0° C., it wa... Starting materials: C1(CCCC2=CC=CC=C12)N (1,2,3,4-tetrahydro-1-naphthylamine), C(C)N=C=O (ethyl isocyanate). Run in CCOCC (ether), CCOCC (ether). Yields the product C(C)NC(=O)NC1CCCC2=CC=CC=C12 (1-ethyl-3-(1,2,3,4-tetrahydro-1-naphthyl)urea). Reaction SMILES: [CH:1]1([NH2:11])[C:10]2[C:5](=[CH:6][CH:7]=[CH:8][CH:9]=2)[CH2:4][CH2:3][CH2:2]1.[CH2:12]([N:14]=[C:15]=[O:16])[CH3:13]>CCOCC>[CH2:12]([NH:14][C:15]([NH:11][CH:1]1[C:10]2[C:5](=[CH:6][CH:7]=[CH:8][CH:9]=2)[CH2:4][CH2:3][CH2:2]1)=[O:16])[CH3:13]. Procedure: To a solution containing 7.4 grams (0.05 mole) of 1,2,3,4-tetrahydro-1-naphthylamine in 150 ml. anhydrous ether is added dropwise with stirring 3.6 grams (0.05 mole) ethyl isocyanate in 10 ml. ether. After the addition, the mixture is heated under reflux for 3 hours, the mixture cooled, and the solid collected by filtration. Recrystallization of the crude product from aqueous methanol gives analytically pure 1-ethyl-3-(1,2,3,4-tetrahydro-1-naphthyl)urea, melting point 178° to 179° C. Other aprot... Starting materials: C=CC(=O)OC, CC(=O)[O-], CC(=O)[O-], CCN(C(C)C)C(C)C, CN1CCC(Nc2ccccc2I)CC1, CN(C)C=O, [Pd+2], Cc1ccccc1P(c1ccccc1C)c1ccccc1C. Product: COC(=O)C=Cc1ccccc1NC1CCN(C)CC1. As a reaction SMILES: [C:16]([CH:17]=[CH2:18])(=[O:19])[O:20][CH3:21].[C:58]([O-:59])(=[O:60])[CH3:61].[C:63]([O-:64])(=[O:65])[CH3:66].[CH:44]([N:45]([CH:46]([CH3:47])[CH3:48])[CH2:49][CH3:50])([CH3:51])[CH3:52].[I:1][c:2]1[c:3]([NH:8][CH:9]2[CH2:10][CH2:11][N:12]([CH3:15])[CH2:13][CH2:14]2)[cH:4][cH:5][cH:6][cH:7]1.[O:53]=[CH:54][N:55]([CH3:56])[CH3:57].[Pd+2:62].[c:22]1([CH3:23])[cH:24][cH:25][cH:26][cH:27][c:28]1[P:29]([c:30]1[cH:31][cH:32][cH:33][cH:34][c:35]1[CH3:36])[c:37]1[cH:38][cH:39][cH:40][cH:41][c:42]1[CH3:43]>>[c:2]1([CH:18]=[CH:17][C:16](=[O:19])[O:20][CH3:21])[c:3]([NH:8][CH:9]2[CH2:10][CH2:11][N:12]([CH3:15])[CH2:13][CH2:14]2)[cH:4][cH:5][cH:6][cH:7]1. Starting materials: FC(C=1C=C(C(=O)Cl)C=CC1)(F)F (3-(trifluoromethyl)-benzoyl chloride), S(=O)(=O)(C)O[C@@H]1[C@H](C(OC)O[C@@H]1COC(=O)OC)O (methyl 3-O-mesyl-5-O-(methoxycarbonyl)-D-xylofuranoside), ice. Solvent: N1=CC=CC=C1 (pyridine). Run at time 24 hour. The product is S(=O)(=O)(C)O[C@@H]1[C@H](C(OC)O[C@@H]1COC(=O)OC)OC(C1=CC(=CC=C1)C(F)(F)F)=O (methyl 3-O-mesyl-5-O-(methoxycarbonyl)-2-O-(m-trifluoromethylbenzoyl)-D-xylofuranoside). Isolated yield 97.3%. As a reaction SMILES: [S:1]([O:5][C@H:6]1[C@@H:12]([CH2:13][O:14][C:15]([O:17][CH3:18])=[O:16])[O:11][CH:8]([O:9][CH3:10])[C@@H:7]1[OH:19])([CH3:4])(=[O:3])=[O:2].[F:20][C:21]([F:32])([F:31])[C:22]1[CH:23]=[C:24]([CH:28]=[CH:29][CH:30]=1)[C:25](Cl)=[O:26]>N1C=CC=CC=1>[S:1]([O:5][C@H:6]1[C@@H:12]([CH2:13][O:14][C:15]([O:17][CH3:18])=[O:16])[O:11][CH:8]([O:9][CH3:10])[C@@H:7]1[O:19][C:25](=[O:26])[C:24]1[CH:28]=[CH:29][CH:30]=[C:22]([C:21]([F:20])([F:31])[F:32])[CH:23]=1)([CH3:4])(=[O:3])=[O:2]. Procedure: A flame dried 250 ml flask equipped with an addition funnel, magnetic stirrer and nitrogen inlet was charged with methyl 3-O-mesyl-5-O-(methoxycarbonyl)-D-xylofuranoside (5.84 g, 19.4 mmoles) (C. D. Anderson, L. Goodman and B. R. Baker, J. Am. Chem. Soc. 1958, 80, 5247) and anhydrous pyridine. The solution was cooled in an ice bath and 3-(trifluoromethyl)-benzoyl chloride (5.27 g, 25.3 mmoles) was added dropwise over 10 min. After the addition was complete the ice bath was removed and the reacti... Starting materials: C(C)NC(C1=CC(=C(C=C1)[N+](=O)[O-])SC1=C(C=C(C=C1)F)F)=O (N-ethyl-3-(2,4-difluorophenylthio)4-nitrobenzamide), [Cl-].[NH4+] (ammonium chloride). Reagents/catalysts: [Fe] (iron). The solvent is C(C)O (ethanol), O (water). The product is C(C)NC(C1=CC(=C(C=C1)N)SC1=C(C=C(C=C1)F)F)=O (N-ethyl4-amino-3-(2,4-difluorophenylthio)benzamide). The yield is 101.4%. As a reaction SMILES: [CH2:1]([NH:3][C:4](=[O:23])[C:5]1[CH:10]=[CH:9][C:8]([N+:11]([O-])=O)=[C:7]([S:14][C:15]2[CH:20]=[CH:19][C:18]([F:21])=[CH:17][C:16]=2[F:22])[CH:6]=1)[CH3:2].[Cl-].[NH4+]>C(O)C.O.[Fe]>[CH2:1]([NH:3][C:4](=[O:23])[C:5]1[CH:10]=[CH:9][C:8]([NH2:11])=[C:7]([S:14][C:15]2[CH:20]=[CH:19][C:18]([F:21])=[CH:17][C:16]=2[F:22])[CH:6]=1)[CH3:2] |f:1.2|. Procedure: A mixture of N-ethyl-3-(2,4-difluorophenylthio)4-nitrobenzamide (0.92 g), iron powder (0.92 g) and ammonium chloride (92 mg) in ethanol (10 ml) and water (5 ml) was stirred and refluxed for 2 hours. The mixture was filtered and the filtrate was concentrated. The residue was dissolved in ethyl acetate, washed with water, dried, and evaporated to give an oil of N-ethyl4-amino-3-(2,4-difluorophenylthio)benzamide (0.85 g). Reactants: O=S(=O)(Cl)C1CC1, Nc1c(Nc2ccc(I)cc2F)cc(=O)n2c1SCC2, c1ccncc1. Product: O=c1cc(Nc2ccc(I)cc2F)c(NS(=O)(=O)C2CC2)c2n1CCS2. As a reaction SMILES: [CH:21]1([S:24](=[O:25])(=[O:26])[Cl:27])[CH2:22][CH2:23]1.[NH2:1][c:2]1[c:3]2[n:4]([c:5](=[O:17])[cH:6][c:7]1[NH:8][c:9]1[c:10]([F:16])[cH:11][c:12]([I:15])[cH:13][cH:14]1)[CH2:18][CH2:19][S:20]2.[cH:28]1[cH:29][cH:30][n:31][cH:32][cH:33]1>>[NH:1]([c:2]1[c:3]2[n:4]([c:5](=[O:17])[cH:6][c:7]1[NH:8][c:9]1[c:10]([F:16])[cH:11][c:12]([I:15])[cH:13][cH:14]1)[CH2:18][CH2:19][S:20]2)[S:24]([CH:21]1[CH2:22][CH2:23]1)(=[O:25])=[O:26]. The reactants are ClCCl, O=[N+]([O-])c1ccccc1S(=O)(=O)Cl, NCCO, c1ccncc1. Product: O=[N+]([O-])c1ccccc1S(=O)(=O)NCCO. RXN SMILES: [Cl:24][CH2:25][Cl:26].[N+:1](=[O:2])([O-:3])[c:4]1[c:5]([S:10](=[O:11])(=[O:12])[Cl:13])[cH:6][cH:7][cH:8][cH:9]1.[NH2:20][CH2:21][CH2:22][OH:23].[cH:14]1[cH:15][cH:16][n:17][cH:18][cH:19]1>>[N+:1](=[O:2])([O-:3])[c:4]1[c:5]([S:10](=[O:11])(=[O:12])[NH:20][CH2:21][CH2:22][OH:23])[cH:6][cH:7][cH:8][cH:9]1.